This data is from the Open Reaction Database (ORD), a public repository of structured organic reaction records. The task is: describe an organic reaction: reactants, conditions, products, and yield Reactants: ClC(C(C)N=O)(C)C (3-Chloro-3-methyl-2-nitrosobutane), N (ammonia), N (ammonia). The solvent is CO (methanol). Conditions: time 5 hour. The product is Cl.NC(C(C)=NO)(C)C (3-amino-3-methylbutan-2-one oxime hydrochloride). RXN SMILES: [Cl:1][C:2]([CH3:8])([CH3:7])[CH:3]([N:5]=[O:6])[CH3:4].[NH3:9]>CO>[ClH:1].[NH2:9][C:2]([CH3:8])([CH3:7])[C:3](=[N:5][OH:6])[CH3:4] |f:3.4|. Procedure details: 3-Chloro-3-methyl-2-nitrosobutane (60 g.) was added portionwise to dry methanol (600 ml.) saturated with ammonia at 0°. The solution was left at room temperature for 5 hours then refluxed for 16 hours in the presence of a stream of dry ammonia. The mixture was evaporated to dryness in vacuo at room temperature and the residue extracted with hot dry benzene (900 ml.) followed by boiling secondary butanol (1300 ml.). The secondary butanol extract was evaporated in vacuo at room temperature to a th... Starting materials: C(CCCCCCCCC=C)(=O)O (Undecylenic acid), ethanolic solution, [OH-].[K+] (potassium hydroxide). Reaction conditions: temperature 0 celsius. Yields the product C(CCCCCCCCC=C)(=O)[O-].[K+] (potassium undecylenate). Reaction SMILES: [C:1]([OH:13])(=[O:12])[CH2:2][CH2:3][CH2:4][CH2:5][CH2:6][CH2:7][CH2:8][CH2:9][CH:10]=[CH2:11].[OH-].[K+:15]>>[C:1]([O-:13])(=[O:12])[CH2:2][CH2:3][CH2:4][CH2:5][CH2:6][CH2:7][CH2:8][CH2:9][CH:10]=[CH2:11].[K+:15] |f:1.2,3.4|. Reported procedure: Undecylenic acid (18.8 g, 0.102 mol) was added dropwise gradually to ½ N ethanolic solution of potassium hydroxide (200 mL) with stirring at 0° C. The volatile matter was distilled off under reduced pressure to give a crude product. The crude product was washed with acetone and heated under reduced pressure to give potassium undecylenate represented by the formula given below as a white solid (8.88 g, yield 88%). CH2═CH—(CH2)8—CO2−K+ The reactants are N1=CC=CC=C1 (pyridine), C(OCC)(=O)Cl (ethyl chlorocarbonate), ClC1=C(CN2C(=NC=3C2=NC(=CC3)C(NS(=O)(=O)CCCCC)=O)C)C=CC(=C1)NC (3-(2-chloro-4-(methylamino)benzyl)-2-methyl-5-(1-pentanesulfonylcarbamoyl)-3H-imidazo[4,5-b]pyridine). Solvent: ClCCl (dichloromethane). Conditions: time 24 hour. Product: C(C)OC(=O)N(C)C1=CC(=C(CN2C(=NC=3C2=NC(=CC3)C(NS(=O)(=O)CCCCC)=O)C)C=C1)Cl (3-(4-(N-(ethoxycarbonyl)-N-methylamino)-2-chlorobenzyl)-2-methyl-5-(1-pentanesulfonylcarbamoyl)-3H-imidazo[4,5-b]pyridine). The yield is 39.2%. As a reaction SMILES: [Cl:1][C:2]1[CH:29]=[C:28]([NH:30][CH3:31])[CH:27]=[CH:26][C:3]=1[CH2:4][N:5]1[C:9]2=[N:10][C:11]([C:14](=[O:24])[NH:15][S:16]([CH2:19][CH2:20][CH2:21][CH2:22][CH3:23])(=[O:18])=[O:17])=[CH:12][CH:13]=[C:8]2[N:7]=[C:6]1[CH3:25].N1C=CC=CC=1.[C:38](Cl)(=[O:42])[O:39][CH2:40][CH3:41]>ClCCl>[CH2:40]([O:39][C:38]([N:30]([C:28]1[CH:27]=[CH:26][C:3]([CH2:4][N:5]2[C:9]3=[N:10][C:11]([C:14](=[O:24])[NH:15][S:16]([CH2:19][CH2:20][CH2:21][CH2:22][CH3:23])(=[O:17])=[O:18])=[CH:12][CH:13]=[C:8]3[N:7]=[C:6]2[CH3:25])=[C:2]([Cl:1])[CH:29]=1)[CH3:31])=[O:42])[CH3:41]. Procedure details: To a suspension of 3-(2-chloro-4-(methylamino)benzyl)-2-methyl-5-(1-pentanesulfonylcarbamoyl)-3H-imidazo[4,5-b]pyridine (278 mg) in dichloromethane (3 ml) were added pyridine (148 mg) and ethyl chlorocarbonate (129 mg) under ice-cooling, and the mixture was stirred for 24 hr. The solvent was evaporated and the residue was purified by silica gel column chromatography (ethyl acetate) and recrystallized from ethyl acetate-hexane to give 3-(4-(N-(ethoxycarbonyl)-N-methylamino)-2-chlorobenzyl)-2-meth... Reactants: CO, O=S(=O)(O)O, CCOC(=O)c1ccc(-c2ccccc2)c(-c2ccc(C(F)(F)F)cc2)n1. The product is COC(=O)c1ccc(-c2ccccc2)c(-c2ccc(C(F)(F)F)cc2)n1. RXN SMILES: [CH3:33][OH:34].[S:28](=[O:29])(=[O:30])([OH:31])[OH:32].[c:1]1(-[c:7]2[cH:8][cH:9][c:10]([C:23](=[O:24])[O:25][CH2:26][CH3:27])[n:11][c:12]2-[c:13]2[cH:14][cH:15][c:16]([C:19]([F:20])([F:21])[F:22])[cH:17][cH:18]2)[cH:2][cH:3][cH:4][cH:5][cH:6]1>>[c:1]1(-[c:7]2[cH:8][cH:9][c:10]([C:23](=[O:24])[O:25][CH3:26])[n:11][c:12]2-[c:13]2[cH:14][cH:15][c:16]([C:19]([F:20])([F:21])[F:22])[cH:17][cH:18]2)[cH:2][cH:3][cH:4][cH:5][cH:6]1. Reactants: solid, Cl.O1COC2=C1C=CC=C2C2CCN(CC2)CC[C@@H]2CC[C@H](CC2)N (Trans-4-[2-(4-Benzo[1,3]dioxol-4-yl-piperidin-1-yl)-ethyl]-cyclohexylamine hydrochloride), Cl.O1COC2=C1C=CC=C2C2CCN(CC2)CC[C@@H]2CC[C@H](CC2)N (Trans-4-[2-(4-Benzo[1,3]dioxol-4-yl-piperidin-1-yl)-ethyl]-cyclohexylamine hydrochloride), O1[C@@H](CCC1)CC(=O)O ((S)-2-(tetrahydrofuran-2-yl)acetic acid). The product is O1COC2=C1C=CC=C2C2CCN(CC2)CC[C@@H]2CC[C@H](CC2)NC(C[C@H]2OCCC2)=O (Trans-N-{4-[2-(4-Benzo[1,3]dioxol-4-yl-piperidin-1-yl)-ethyl]-cyclohexyl}-2-(S)-tetrahydro-furan-2-yl-acetamide). RXN SMILES: Cl.[O:2]1[C:6]2[CH:7]=[CH:8][CH:9]=[C:10]([CH:11]3[CH2:16][CH2:15][N:14]([CH2:17][CH2:18][C@H:19]4[CH2:24][CH2:23][C@H:22]([NH2:25])[CH2:21][CH2:20]4)[CH2:13][CH2:12]3)[C:5]=2[O:4][CH2:3]1.[O:26]1[CH2:30][CH2:29][CH2:28][C@H:27]1[CH2:31][C:32](O)=[O:33]>>[O:2]1[C:6]2[CH:7]=[CH:8][CH:9]=[C:10]([CH:11]3[CH2:16][CH2:15][N:14]([CH2:17][CH2:18][C@H:19]4[CH2:20][CH2:21][C@H:22]([NH:25][C:32](=[O:33])[CH2:31][C@@H:27]5[CH2:28][CH2:29][CH2:30][O:26]5)[CH2:23][CH2:24]4)[CH2:13][CH2:12]3)[C:5]=2[O:4][CH2:3]1 |f:0.1|. Reported procedure: The title compound, off-white solid (40 mg, 72.9%), MS (ISP) m/z=443.5 [(M+H)+], was prepared in accordance with the general method of example 1 from Trans-4-[2-(4-Benzo[1,3]dioxol-4-yl-piperidin-1-yl)-ethyl]-cyclohexylamine hydrochloride (intermediate A) (50 mg, 0.124 mmol) and (S)-2-(tetrahydrofuran-2-yl)acetic acid